From a dataset of the Open Reaction Database (ORD), a public repository of structured organic reaction records. describe an organic reaction: reactants, conditions, products, and yield The reactants are CS(=O)(=O)CCC1SC2=C(N(C=C1)C(C1=CC=C(C=C1)NC(C1=C(C=CC=C1)C)=O)=O)C=CC=C2 (2-(2-Methanesulfonylethyl)-5-(4-(2-methylbenzoylamino)benzoyl)-1,5-benzothiazepine), CNC (dimethylamine), Example 10, [OH-].[NH4+] (ammonium hydroxide). Run in O1CCCC1 (tetrahydrofuran). The product is NCCC1SC2=C(N(C=C1)C(C1=CC=C(C=C1)NC(C1=C(C=CC=C1)C)=O)=O)C=CC=C2 (2-(2-Aminoethyl)-5-[4-(2-methylbenzoylamino)benzoyl]-1,5-benzothiazepine). As a reaction SMILES: CS([CH2:5][CH2:6][CH:7]1[CH:13]=[CH:12][N:11]([C:14](=[O:31])[C:15]2[CH:20]=[CH:19][C:18]([NH:21][C:22](=[O:30])[C:23]3[CH:28]=[CH:27][CH:26]=[CH:25][C:24]=3[CH3:29])=[CH:17][CH:16]=2)[C:10]2[CH:32]=[CH:33][CH:34]=[CH:35][C:9]=2[S:8]1)(=O)=O.[OH-].[NH4+].C[NH:39]C>O1CCCC1>[NH2:39][CH2:5][CH2:6][CH:7]1[CH:13]=[CH:12][N:11]([C:14](=[O:31])[C:15]2[CH:20]=[CH:19][C:18]([NH:21][C:22](=[O:30])[C:23]3[CH:28]=[CH:27][CH:26]=[CH:25][C:24]=3[CH3:29])=[CH:17][CH:16]=2)[C:10]2[CH:32]=[CH:33][CH:34]=[CH:35][C:9]=2[S:8]1 |f:1.2|. Procedure details: A mixture of Compound 13 as prepared in Example 10 (0.050 g, 0.09 mM) in tetrahydrofuran (4 ml) was treated as described in Example 12 with ammonium hydroxide (1 ml) substituted for dimethylamine to give a white solid product. m/z (MH+)446 The reactants are FC1=CC=C(C=O)C=C1 (4-fluorobenzaldehyde), solution, C(CCC)[Li] (n-butyllithium), BrC1=CC(=CC(=C1)Br)Br (1,3,5-tribromobenzene). The solvent is CCCCCC (hexane), CCOCC (ether). Reaction conditions: time 30 minute. The product is BrC=1C=C(C=C(C1)Br)C(O)C1=CC=C(C=C1)F (3,5-Dibromo-α-(4-fluorophenyl)benzenemethanol). Isolated yield 87.2%. As a reaction SMILES: C([Li])CCC.Br[C:7]1[CH:12]=[C:11]([Br:13])[CH:10]=[C:9]([Br:14])[CH:8]=1.[F:15][C:16]1[CH:23]=[CH:22][C:19]([CH:20]=[O:21])=[CH:18][CH:17]=1>CCCCCC.CCOCC>[Br:14][C:9]1[CH:8]=[C:7]([CH:20]([C:19]2[CH:22]=[CH:23][C:16]([F:15])=[CH:17][CH:18]=2)[OH:21])[CH:12]=[C:11]([Br:13])[CH:10]=1. Procedure details: A 2.5M solution of n-butyllithium in hexane (44.0 ml) was added dropwise to a stirred suspension of 1,3,5-tribromobenzene (31.5 g) in dry ether (1000 ml) at -78° C. under an atmosphere of dry nitrogen. The resulting mixture was stirred at this temperature for 30 minutes and the 4-fluorobenzaldehyde (13.65 g) was added dropwise. Stirring at -78° C. was continued for a further 30 minutes and then the reaction was quenched by the addition of water. The temperature was allowed to reach room temperat... The reactants are CC(C)C (isobutane), C(C)(C)(C)O (tertiary butyl alcohol), C(C)(C)(C)OO (tertiary butyl hydroperoxide). The solvent is O (water). Yields the product C(C)(C)(C)OOC(C)(C)C (ditertiary butyl peroxide). Reaction SMILES: [CH3:1][CH:2]([CH3:4])[CH3:3].C(O)(C)(C)C.[C:10]([O:14][OH:15])([CH3:13])([CH3:12])[CH3:11]>O>[C:2]([O:15][O:14][C:10]([CH3:13])([CH3:12])[CH3:11])([CH3:4])([CH3:3])[CH3:1]. Reported procedure: In accordance with the invention, isobutane oxidate comprised of both tertiary butyl alcohol and tertiary butyl hydroperoxide is reacted in the presence of a water soluble acid catalyst under conditions effective to form ditertiary butyl peroxide. The reaction mixture is phase separated in order to separately recover an aqueous phase containing tertiary butyl alcohol and the acid catalyst and an organic phase containing ditertiary butyl peroxide. The aqueous phase is distilled in order to recove... The reactants are FC1=C(C=CC(=C1)F)C1(OC1)C(C1=CC=C(C=N1)O)(F)F (6-((2-(2,4-difluorophenyl)oxiran-2-yl)difluoromethyl)pyridin-3-ol), ClC1=NC=C(C=C1)C(F)(F)F (2-chloro-5-(trifluoromethyl)pyridine), C([O-])([O-])=O.[Cs+].[Cs+] (cesium carbonate), N#N (N2). Run in CS(=O)C (DMSO). Conditions: temperature 60 celsius, time 2.5 hour. The product is FC1=C(C=CC(=C1)F)C1(OC1)C(C1=NC=C(C=C1)OC1=NC=C(C=C1)C(F)(F)F)(F)F (2-((2-(2,4-difluorophenyl)oxiran-2-yl)difluoromethyl)-5-((5-(trifluoromethyl)pyridin-2-yl)oxy)pyridine). Isolated yield 78.1%. RXN SMILES: [F:1][C:2]1[CH:7]=[C:6]([F:8])[CH:5]=[CH:4][C:3]=1[C:9]1([C:12]([F:21])([F:20])[C:13]2[N:18]=[CH:17][C:16]([OH:19])=[CH:15][CH:14]=2)[CH2:11][O:10]1.Cl[C:23]1[CH:28]=[CH:27][C:26]([C:29]([F:32])([F:31])[F:30])=[CH:25][N:24]=1.C(=O)([O-])[O-].[Cs+].[Cs+].N#N>CS(C)=O>[F:1][C:2]1[CH:7]=[C:6]([F:8])[CH:5]=[CH:4][C:3]=1[C:9]1([C:12]([F:20])([F:21])[C:13]2[CH:14]=[CH:15][C:16]([O:19][C:23]3[CH:28]=[CH:27][C:26]([C:29]([F:32])([F:31])[F:30])=[CH:25][N:24]=3)=[CH:17][N:18]=2)[CH2:11][O:10]1 |f:2.3.4|. Procedure details: To a magnetically stirred mixture of 6-((2-(2,4-difluorophenyl)oxiran-2-yl)difluoromethyl)pyridin-3-ol (250 mg, 0.836 mmol) (prepared as in WO 2012/177635 A1) and 2-chloro-5-(trifluoromethyl)pyridine (910 mg, 5.01 mmol) in dry DMSO (10.4 mL) was added cesium carbonate (Cs2CO3) (544 mg, 1.671 mmol) in a 20 mL vial under N2 atmosphere. The reaction mixture was stirred at 60° C. for 2.5 h, then the reaction was stopped by allowing it to cool to rt. The reaction was quenched with H2O, then extracted... Starting materials: C(C)(C)(C)OC(=O)N1C[C@@H](CCC1)NC1=NC(=NC(=C1C=1SC2=C(N1)C=C(C=C2)F)OC)N2CCOCC2 ((R)-Tert-butyl3-((5-(5-fluorobenzo[d]thiazol-2-yl)-6-methoxy-2-morpholinopyrimidin-4-yl)amino)piperidine-1-carboxylate), Cl (hydrochloric acid). Conditions: temperature 80 celsius, time 1 hour. Product: Cl.FC=1C=CC2=C(N=C(S2)C=2C(NC(=NC2N[C@H]2CNCCC2)N2CCOCC2)=O)C1 ((R)-5-(5-Fluorobenzo[d]thiazol-2-yl)-2-morpholino-6-(piperidin-3-ylamino)pyrimidin-4(3H)-one hydrochloride). Reaction SMILES: C(OC([N:8]1[CH2:13][CH2:12][CH2:11][C@@H:10]([NH:14][C:15]2[C:20]([C:21]3[S:22][C:23]4[CH:29]=[CH:28][C:27]([F:30])=[CH:26][C:24]=4[N:25]=3)=[C:19]([O:31]C)[N:18]=[C:17]([N:33]3[CH2:38][CH2:37][O:36][CH2:35][CH2:34]3)[N:16]=2)[CH2:9]1)=O)(C)(C)C.[ClH:39]>>[ClH:39].[F:30][C:27]1[CH:28]=[CH:29][C:23]2[S:22][C:21]([C:20]3[C:19](=[O:31])[NH:18][C:17]([N:33]4[CH2:38][CH2:37][O:36][CH2:35][CH2:34]4)=[N:16][C:15]=3[NH:14][C@@H:10]3[CH2:11][CH2:12][CH2:13][NH:8][CH2:9]3)=[N:25][C:24]=2[CH:26]=1 |f:2.3|. Procedure details: To a 250 mL flask containing Compound 26 (255 mg, 0.469 mmol), hydrochloric acid, (37%, 7 ml) was added. This was then heated and stirred at 80° C. for approx 1 h. The reaction mixture was then concentrated to dryness to obtain the title compound.